From a dataset of the Open Reaction Database (ORD), a public repository of structured organic reaction records. describe an organic reaction: reactants, conditions, products, and yield Starting materials: CCO, COc1cc(N)ccc1-n1cnc(C)c1, Cl, Cl, N#CN, O. Yields the product COc1cc(NC(=N)N)ccc1-n1cnc(C)c1. RXN SMILES: [CH3:21][CH2:22][OH:23].[CH3:2][O:3][c:4]1[cH:5][c:6]([NH2:7])[cH:8][cH:9][c:10]1-[n:11]1[cH:12][n:13][c:14]([CH3:16])[cH:15]1.[ClH:1].[ClH:20].[NH2:17][C:18]#[N:19].[OH2:24]>>[CH3:2][O:3][c:4]1[cH:5][c:6]([NH:7][C:18](=[NH:17])[NH2:19])[cH:8][cH:9][c:10]1-[n:11]1[cH:12][n:13][c:14]([CH3:16])[cH:15]1. Procedure: A mixture of 11.5 g of 2-(ethylthio)-1,4,5,6-tetrahydro-5-pyrimidinol, hydrobromide, 2.5 ml of hydrazine hydrate and 50 ml of ethanol was stirred at reflux for 5 hours, taken to dryness in vacuo and suspended in 100 ml of 2-propanol at the boil. A 100 ml portion of methanol was added at the boil, then the solution was clarified and cooled to -10° C., giving 4.9 g of the desired intermediate, mp 163°-164° C. The product is Br.N(N)C=1NCC(CN1)O (2-Hydrazino-1,4,5,6-tetrahydro-5-pyrimidinol, hydrobromide). Run in CC(C)O (2-propanol). Conditions: temperature -10 celsius. The reactants are Br.C(C)SC=1NCC(CN1)O (2-(ethylthio)-1,4,5,6-tetrahydro-5-pyrimidinol, hydrobromide), O.NN (hydrazine hydrate), C(C)O (ethanol), CO (methanol). RXN SMILES: [BrH:1].C(S[C:5]1[NH:6][CH2:7][CH:8]([OH:11])[CH2:9][N:10]=1)C.O.[NH2:13][NH2:14].C(O)C.CO>CC(O)C>[BrH:1].[NH:13]([C:5]1[NH:6][CH2:7][CH:8]([OH:11])[CH2:9][N:10]=1)[NH2:14] |f:0.1,2.3,7.8|. Reactants: COC1=C2CC(OCC2=C(C=C1)OC)C(=O)OC (5,8-dimethoxy-3-methoxycarbonylisochroman), CI (methyliodide), C(C)(C)NC(C)C (di-isopropylamine), C(CCC)[Li] (n-Butyl lithium), [NH4+].[Cl-] (NH4Cl). Run in C1CCOC1 (THF), O (water), C1CCOC1 (THF). Run at temperature 0 celsius, time 30 minute. Yields the product COC(=O)C1(OCC2=C(C=CC(=C2C1)OC)OC)C (3-methoxycarbonyl-3-methyl-5,8-dimethoxy isochroman). The yield is 61.5%. As a reaction SMILES: [CH:1](NC(C)C)(C)C.C([Li])CCC.[CH3:13][O:14][C:15]1[CH:24]=[CH:23][C:22]([O:25][CH3:26])=[C:21]2[C:16]=1[CH2:17][CH:18]([C:27]([O:29][CH3:30])=[O:28])[O:19][CH2:20]2.CI.[NH4+].[Cl-]>C1COCC1.O>[CH3:30][O:29][C:27]([C:18]1([CH3:1])[CH2:17][C:16]2[C:21](=[C:22]([O:25][CH3:26])[CH:23]=[CH:24][C:15]=2[O:14][CH3:13])[CH2:20][O:19]1)=[O:28] |f:4.5|. Procedure details: A solution of di-isopropylamine (616.8 μl, 4.37 mmol) in THF (10 ml) was cooled to 0° C. and degassed briefly. n-Butyl lithium (1.6M in hexane, 2.60 ml, 4.17 mmol) was added. After stirred for 30 minutes at 0° C., the solution was further cooled to -78° C. A solution of 5,8-dimethoxy-3-methoxycarbonylisochroman (1.0 g, 3.97 mmol) in THF (10 ml), pre-degassed, was added slowly. The resulting yellow solution was stirred for 1 hour at -78° C. before the addition of methyliodide (1.01 ml, 16 mmol). ... The reactants are C1(CCCCC1)C1CCC(CC1)=O (4-cyclohexylcyclohexanone), C(C)OC(=O)C1=CC=C(C=C1)N1CCNCC1 (1-(4-ethoxycarbonylphenyl)piperazine), C(#N)[BH3-].[Na+] (Sodium cyanoborohydride), O (Water), ketone. The reagents and catalysts are CC([O-])C.[Ti+4].CC([O-])C.CC([O-])C.CC([O-])C (titanium(IV) isopropoxide). Run in C(C)O (ethanol). Conditions: time 1 hour. Product: C1(CCCCC1)[C@H]1CC[C@H](CC1)N1CCN(CC1)C1=CC=C(C(=O)OCC)C=C1 (ethyl 4-[4-(cis-4-cyclohexylcyclohexyl)piperazin-1-yl]benzoate). Isolated yield 20.3%. RXN SMILES: [CH:1]1([CH:7]2[CH2:12][CH2:11][C:10](=O)[CH2:9][CH2:8]2)[CH2:6][CH2:5][CH2:4][CH2:3][CH2:2]1.[CH2:14]([O:16][C:17]([C:19]1[CH:24]=[CH:23][C:22]([N:25]2[CH2:30][CH2:29][NH:28][CH2:27][CH2:26]2)=[CH:21][CH:20]=1)=[O:18])[CH3:15].C([BH3-])#N.[Na+].O>C(O)C.CC(C)[O-].[Ti+4].CC(C)[O-].CC(C)[O-].CC(C)[O-]>[CH:1]1([C@@H:7]2[CH2:12][CH2:11][C@H:10]([N:28]3[CH2:27][CH2:26][N:25]([C:22]4[CH:21]=[CH:20][C:19]([C:17]([O:16][CH2:14][CH3:15])=[O:18])=[CH:24][CH:23]=4)[CH2:30][CH2:29]3)[CH2:9][CH2:8]2)[CH2:6][CH2:5][CH2:4][CH2:3][CH2:2]1 |f:2.3,6.7.8.9.10|. Procedure details: A mixture of 4-cyclohexylcyclohexanone (1.54 g), 1-(4-ethoxycarbonylphenyl)piperazine (2 g) and titanium(IV) isopropoxide (3.18 ml) was stirred at room temperature. After 1 hour, the IR spectrum of the mixture showed no ketone band, and the viscous solution was diluted with absolute ethanol (8.5 ml). Sodium cyanoborohydride (0.343 g) was added, and the solution was stirred for 3 hours. Water (3 ml) was added with stirring, and the resulting in organic precipitate was filtered and washed with eth... Reactants: [N+](=O)([O-])C=1C=C(C=CC1)C=1CCN(CC1)CCCN (3-(4-(3-nitrophenyl)-3,6-dihydro-1(2H)-pyridinyl)-1-propanamine), FC=1C=C(C=CC1F)[C@H]1NC(NC(=C1C(=O)O)COC)=O ((4R)-4-(3,4-difluorophenyl)-6-(methoxymethyl)-2-oxo-1,2,3,4-tetrahydro-5-pyrimidinecarboxylic acid), C(CCl)Cl (EDC), CN1CCOCC1 (N-methylmorpholine). Run in ClCCl (dichloromethane). Run at time 18 hour. Product: FC=1C=C(C=CC1F)[C@H]1NC(NC(=C1C(=O)NCCCN1CCC(=CC1)C1=CC(=CC=C1)[N+](=O)[O-])COC)=O ((4R)-4-(3,4-difluorophenyl)-6-(methoxymethyl)-N-[3-(4-(3-nitrophenyl)-3,6-dihydro-1(2H)-pyridinyl)propyl]-2-oxo-1,2,3,4-tetrahydro-5-pyrimidinecarboxamide). As a reaction SMILES: [F:1][C:2]1[CH:3]=[C:4]([C@@H:9]2[C:14]([C:15]([OH:17])=O)=[C:13]([CH2:18][O:19][CH3:20])[NH:12][C:11](=[O:21])[NH:10]2)[CH:5]=[CH:6][C:7]=1[F:8].C(Cl)CCl.CN1CCOCC1.[N+:33]([C:36]1[CH:37]=[C:38]([C:42]2[CH2:43][CH2:44][N:45]([CH2:48][CH2:49][CH2:50][NH2:51])[CH2:46][CH:47]=2)[CH:39]=[CH:40][CH:41]=1)([O-:35])=[O:34]>ClCCl>[F:1][C:2]1[CH:3]=[C:4]([C@@H:9]2[C:14]([C:15]([NH:51][CH2:50][CH2:49][CH2:48][N:45]3[CH2:44][CH:43]=[C:42]([C:38]4[CH:39]=[CH:40][CH:41]=[C:36]([N+:33]([O-:35])=[O:34])[CH:37]=4)[CH2:47][CH2:46]3)=[O:17])=[C:13]([CH2:18][O:19][CH3:20])[NH:12][C:11](=[O:21])[NH:10]2)[CH:5]=[CH:6][C:7]=1[F:8]. Reported procedure: A solution of (4R)-4-(3,4-difluorophenyl)-6-(methoxymethyl)-2-oxo-1,2,3,4-tetrahydro-5-pyrimidinecarboxylic acid (1.2 eq), EDC (1.5 Eq.), N-methylmorpholine (2.0 Eq.) in dichloromethane was stirred at room temperature for 15 minutes, followed by addition of 3-(4-(3-nitrophenyl)-3,6-dihydro-1(2H)-pyridinyl)-1-propanamine (1.0 eq.) to the reaction mixture. The resulting solution was stirred for 18 hours, concentrated and chromatographed on silica to give (4R)-4-(3,4-difluorophenyl)-6-(methoxymethy... The reactants are [Cl-].[Na+].O (sodium chloride water), ClO.[Na] (sodium hypochlorous acid), O=C1O[C@H]2C[C@H]([C@H]([C@H]2C1)CO)OC1OCCCC1 ((1S,5R,6R,7R)-3-oxo-6-hydroxymethyl-7-(2-tetrahydropyranyloxy)-2-oxabicyclo[3.3.0]octane), C(C)(=O)[O-].[Na+] (sodium acetate), [Br-].[K+] (potassium bromide), C(O)([O-])=O.[Na+] (sodium hydrogencarbonate). The solvent is C(C)(=O)OCC (ethyl acetate), O (water). Yields the product O=C1O[C@H]2C[C@H]([C@H]([C@H]2C1)C=O)OC1OCCCC1 ((1S,5R,6S,7R)-3-oxo-6-Formyl-7-(2-tetrahydropyranyloxy)-2-oxabicyclo[3.3.0]octane). Isolated yield 81.5%. As a reaction SMILES: [O:1]=[C:2]1[CH2:9][C@H:8]2[C@H:4]([CH2:5][C@@H:6]([O:12][CH:13]3[CH2:18][CH2:17][CH2:16][CH2:15][O:14]3)[C@H:7]2[CH2:10][OH:11])[O:3]1.C([O-])(=O)C.[Na+].[Br-].[K+].[Cl-].[Na+].O.ClO.[Na].C(=O)([O-])O.[Na+]>C(OCC)(=O)C.O>[O:1]=[C:2]1[CH2:9][C@H:8]2[C@H:4]([CH2:5][C@@H:6]([O:12][CH:13]3[CH2:18][CH2:17][CH2:16][CH2:15][O:14]3)[C@H:7]2[CH:10]=[O:11])[O:3]1 |f:1.2,3.4,5.6.7,8.9,10.11,^1:30|. Reported procedure: To a solution of (1S,5R,6R,7R)-3-oxo-6-hydroxymethyl-7-(2-tetrahydropyranyloxy)-2-oxabicyclo[3.3.0]octane (140.5 g; J. Am. Chem. Soc., 98, 1490 (1971)) in ethyl acetate (4100 ml), water (410 ml), sodium acetate (134.9 g), potassium bromide (6.53 g) and 2,2,6,6-tetramethyl-1-piperidinyloxyradical (TEMPO; 2.14 g) were added. The mixture was cooled with sodium chloride-water. The reaction mixture was stirred vigorously. Thereto, a solution of 10% sodium hypochlorous acid (302 ml) which was saturate...